From a dataset of the Open Reaction Database (ORD), a public repository of structured organic reaction records. describe an organic reaction: reactants, conditions, products, and yield As a reaction SMILES: [C:59]([O:60][CH:61]([C:62]([CH3:63])([CH3:64])[CH3:65])[CH2:66][n:67]1[n:68][c:69](-[c:72]2[cH:73][cH:74][c:75]([C:78]([F:79])([F:80])[F:81])[cH:76][cH:77]2)[cH:70][cH:71]1)([O:82][c:83]1[cH:84][cH:85][c:86]([N+:87]([O-:88])=[O:89])[cH:90][cH:91]1)=[O:92].[CH3:104][CH2:105][O:106][C:107](=[O:108])[CH3:109].[CH3:99][N:100]([CH3:101])[CH:102]=[O:103].[CH:50]([N:51]([CH2:52][CH3:53])[CH:54]([CH3:55])[CH3:56])([CH3:57])[CH3:58].[ClH:49].[F:1][c:2]1[cH:3][cH:4][cH:5][c:6]([NH:8][CH2:9][CH:10]([OH:11])[CH:12]([CH2:13][CH2:14][CH2:15][CH3:16])[NH:17][C:18](=[O:19])[O:20][C:21]([CH3:22])([CH3:23])[CH3:24])[n:7]1.[F:25][c:26]1[n:27][c:28]([NH:29][CH2:30][CH:31]([CH:32]([NH:33][C:34](=[O:35])[O:36][C:37]([CH3:38])([CH3:39])[CH3:40])[CH2:41][CH2:42][CH2:43][CH3:44])[OH:45])[cH:46][cH:47][cH:48]1.[O:93]1[CH2:94][CH2:95][O:96][CH2:97][CH2:98]1>>[F:1][c:2]1[cH:3][cH:4][cH:5][c:6]([NH:8][CH2:9][CH:10]([OH:11])[CH:12]([CH2:13][CH2:14][CH2:15][CH3:16])[NH:17][C:59]([O:60][CH:61]([C:62]([CH3:63])([CH3:64])[CH3:65])[CH2:66][n:67]2[n:68][c:69](-[c:72]3[cH:73][cH:74][c:75]([C:78]([F:79])([F:80])[F:81])[cH:76][cH:77]3)[cH:70][cH:71]2)=[O:92])[n:7]1. Product: CCCCC(NC(=O)OC(Cn1ccc(-c2ccc(C(F)(F)F)cc2)n1)C(C)(C)C)C(O)CNc1cccc(F)n1. Reactants: CC(C)(C)C(Cn1ccc(-c2ccc(C(F)(F)F)cc2)n1)OC(=O)Oc1ccc([N+](=O)[O-])cc1, CCOC(C)=O, CN(C)C=O, CCN(C(C)C)C(C)C, Cl, CCCCC(NC(=O)OC(C)(C)C)C(O)CNc1cccc(F)n1, CCCCC(NC(=O)OC(C)(C)C)C(O)CNc1cccc(F)n1, C1COCCO1. The reactants are BrC=1C=C(C=CC1)S(=O)(=O)Cl (3-bromobenzene-1-sulfonyl chloride), N1(CCCC1)CCN (2-(pyrrolidin-1-yl)ethanamine), TEA. The solvent is C1CCOC1 (THF). Reaction conditions: time 1 hour. Yields the product BrC=1C=C(C=CC1)S(=O)(=O)NCCN1CCCC1 (3-Bromo-N-(2-Pyrrolidin-1-yl-ethyl)-Benzenesulfonamide). Isolated yield 48.5%. As a reaction SMILES: [Br:1][C:2]1[CH:3]=[C:4]([S:8](Cl)(=[O:10])=[O:9])[CH:5]=[CH:6][CH:7]=1.[N:12]1([CH2:17][CH2:18][NH2:19])[CH2:16][CH2:15][CH2:14][CH2:13]1>C1COCC1>[Br:1][C:2]1[CH:3]=[C:4]([S:8]([NH:19][CH2:18][CH2:17][N:12]2[CH2:16][CH2:15][CH2:14][CH2:13]2)(=[O:10])=[O:9])[CH:5]=[CH:6][CH:7]=1. Procedure details: A solution of 3-bromobenzene-1-sulfonyl chloride (1.29 g, 5.05 mmol) in 25 mL THF was charged with 2-(pyrrolidin-1-yl)ethanamine (0.6 mL, 5.05 mmol), and TEA (2.2 mL, 15.7 mmol) and allowed to stir for 1 hr. The reaction was quenched with 25 mL NaHCO3 (sat., aq.) and extracted with DCM (2×100 mL). The combined organic layers were washed with brine (20 mL), dried (Na2SO4), filtered, and concentrated. The residue was purified by gradient flash chromatography (0 to 20% MeOH in DCM) to afford the ti...